This data is from the Open Reaction Database (ORD), a public repository of structured organic reaction records. The task is: describe an organic reaction: reactants, conditions, products, and yield Procedure: To a mixture of 4-methoxycarbonylphenylboronic acid (2.01 g) and 1-bromo-4-ethoxymethylbenzene (2.00 g) in a mixed solvent of ethylene glycol dimethyl ether (20 ml) and 2M aqueous sodium carbonate solution (6 ml) was added tetrakis(triphenylphosphine)palladium (0) (0.54 g). The mixture was heated at 80° C. for 5 hours. After cooling to room temperature, water (150 ml) was added to the reaction mixture and the resulting precipitate was collected by filtration, washed thoroughly with water and dri... Reaction conditions: temperature 80 celsius. Yield: 73.6%. Run in O (water). Yields the product C(C)OCC1=CC=C(C=C1)C1=CC=C(C(=O)OC)C=C1 (methyl 4-(4′-ethoxymethylphenyl)benzoate). Reagents/catalysts: C=1C=CC(=CC1)[P](C=2C=CC=CC2)(C=3C=CC=CC3)[Pd]([P](C=4C=CC=CC4)(C=5C=CC=CC5)C=6C=CC=CC6)([P](C=7C=CC=CC7)(C=8C=CC=CC8)C=9C=CC=CC9)[P](C=1C=CC=CC1)(C=1C=CC=CC1)C=1C=CC=CC1 (tetrakis(triphenylphosphine)palladium). Reaction SMILES: [CH3:1][O:2][C:3]([C:5]1[CH:10]=[CH:9][C:8](B(O)O)=[CH:7][CH:6]=1)=[O:4].Br[C:15]1[CH:20]=[CH:19][C:18]([CH2:21][O:22][CH2:23][CH3:24])=[CH:17][CH:16]=1.COCCOC.C(=O)([O-])[O-].[Na+].[Na+]>C1C=CC([P]([Pd]([P](C2C=CC=CC=2)(C2C=CC=CC=2)C2C=CC=CC=2)([P](C2C=CC=CC=2)(C2C=CC=CC=2)C2C=CC=CC=2)[P](C2C=CC=CC=2)(C2C=CC=CC=2)C2C=CC=CC=2)(C2C=CC=CC=2)C2C=CC=CC=2)=CC=1.O>[CH2:23]([O:22][CH2:21][C:18]1[CH:19]=[CH:20][C:15]([C:8]2[CH:9]=[CH:10][C:5]([C:3]([O:2][CH3:1])=[O:4])=[CH:6][CH:7]=2)=[CH:16][CH:17]=1)[CH3:24] |f:3.4.5,^1:40,42,61,80|. Starting materials: COC(=O)C1=CC=C(C=C1)B(O)O (4-methoxycarbonylphenylboronic acid), BrC1=CC=C(C=C1)COCC (1-bromo-4-ethoxymethylbenzene), COCCOC (ethylene glycol dimethyl ether), C([O-])([O-])=O.[Na+].[Na+] (sodium carbonate).